From a dataset of the Open Reaction Database (ORD), a public repository of structured organic reaction records. describe an organic reaction: reactants, conditions, products, and yield The reactants are FC1=CC(=C(C=O)C=C1F)O[C@@H](C)CC=C ((S)-4,5-difluoro-2-(pent-4-en-2-yloxy)benzaldehyde), [H-].[Al+3].[Li+].[H-].[H-].[H-] (lithium aluminum hydride). The solvent is C1CCOC1 (THF). Conditions: time 2 hour. The product is FC1=CC(=C(C=C1F)CO)O[C@@H](C)CC=C ((S)-(4,5-difluoro-2-(pent-4-en-2-yloxy)phenyl)methanol). The yield is 83.4%. Reaction SMILES: [F:1][C:2]1[C:9]([F:10])=[CH:8][C:5]([CH:6]=[O:7])=[C:4]([O:11][C@H:12]([CH2:14][CH:15]=[CH2:16])[CH3:13])[CH:3]=1.[H-].[Al+3].[Li+].[H-].[H-].[H-]>C1COCC1>[F:1][C:2]1[C:9]([F:10])=[CH:8][C:5]([CH2:6][OH:7])=[C:4]([O:11][C@H:12]([CH2:14][CH:15]=[CH2:16])[CH3:13])[CH:3]=1 |f:1.2.3.4.5.6|. Reported procedure: To a solution of (S)-4,5-difluoro-2-(pent-4-en-2-yloxy)benzaldehyde (0.1295 g, 0.572 mmol) in THF (2 ml) at 0° C. was added dropwise lithium aluminum hydride (0.343 ml, 0.687 mmol) over 30 min. The mixture was stirred at rt for 2 h then cooled to 0° C. and quenched by the dropwise addition of brine. The mixture was partitioned between EtOAc and water. The organic phase was washed with brine, dried (Na2SO4), filtered and concentrated to give (S)-(4,5-difluoro-2-(pent-4-en-2-yloxy)phenyl)methanol ... Starting materials: CCOC(C)=O, ClCCl, CC(C)(C)OC(=O)NC(C)(C)C(=O)N1CC(c2ccc(OC(F)(F)F)cc2)CC(c2nc(-c3cccc(F)c3)no2)C1, O=C(O)C(F)(F)F. The product is CC(C)(N)C(=O)N1CC(c2ccc(OC(F)(F)F)cc2)CC(c2nc(-c3cccc(F)c3)no2)C1. RXN SMILES: [CH3:53][CH2:54][O:55][C:56](=[O:57])[CH3:58].[Cl:50][CH2:51][Cl:52].[F:1][c:2]1[cH:3][c:4](-[c:8]2[n:9][o:10][c:11]([CH:13]3[CH2:14][N:15]([C:30]([C:31]([CH3:32])([CH3:33])[NH:34][C:35](=[O:36])[O:37][C:38]([CH3:39])([CH3:40])[CH3:41])=[O:42])[CH2:16][CH:17]([c:19]4[cH:20][cH:21][c:22]([O:25][C:26]([F:27])([F:28])[F:29])[cH:23][cH:24]4)[CH2:18]3)[n:12]2)[cH:5][cH:6][cH:7]1.[OH:43][C:44]([C:45]([F:46])([F:47])[F:48])=[O:49]>>[F:1][c:2]1[cH:3][c:4](-[c:8]2[n:9][o:10][c:11]([CH:13]3[CH2:14][N:15]([C:30]([C:31]([CH3:32])([CH3:33])[NH2:34])=[O:42])[CH2:16][CH:17]([c:19]4[cH:20][cH:21][c:22]([O:25][C:26]([F:27])([F:28])[F:29])[cH:23][cH:24]4)[CH2:18]3)[n:12]2)[cH:5][cH:6][cH:7]1. The reactants are C(#N)C1=C2C(=NC=C1C(=O)OCC)N(N=C2)CC (4-Cyano-1-ethyl-1H-pyrazolo[3,4-b]pyridine-5-carboxylic acid, ethyl ester), [OH-].[Na+] (NaOH), C(C)O (ethanol). Solvent: O (water). Product: C(C)N1N=CC=2C1=NC=C(C2C(=O)O)C(=O)O (1-Ethyl-1H-pyrazolo[3,4-b]pyridine-4,5-dicarboxylic acid). Yield: 50.0%. Reaction SMILES: C(C1[C:8]([C:9]([O:11]CC)=[O:10])=[CH:7][N:6]=[C:5]2[N:14]([CH2:17][CH3:18])[N:15]=[CH:16][C:4]=12)#N.[OH-:19].[Na+].[CH2:21]([OH:23])[CH3:22]>O>[CH2:17]([N:14]1[C:5]2=[N:6][CH:7]=[C:8]([C:9]([OH:11])=[O:10])[C:22]([C:21]([OH:19])=[O:23])=[C:4]2[CH:16]=[N:15]1)[CH3:18] |f:1.2|. Reported procedure: 4-Cyano-1-ethyl-1H-pyrazolo[3,4-b]pyridine-5-carboxylic acid, ethyl ester (2.0 g, 8.2 mmol) was suspended in ethanol (20 mL), and an aqueous solution of NaOH (6 N, 3 eq) was added. The reaction mixture was heated at reflux for 2 h and then diluted with water (100 mL). This aqueous solution was extracted with diethyl ether (50 mL×2) and the organic extracts were discarded. The aqueous layer was then acidified with phosphoric acid and extracted with EtOAc (50 mL×3). The extracts were concentrated ...